This data is from the Open Reaction Database (ORD), a public repository of structured organic reaction records. The task is: describe an organic reaction: reactants, conditions, products, and yield Starting materials: C#C[Sn](CCCC)(CCCC)CCCC, Cc1ccccc1, CCOC(=O)C1=Cc2cc(I)cc(Cl)c2OC1C(F)(F)F, c1ccc(P(c2ccccc2)(c2ccccc2)[Pd](P(c2ccccc2)(c2ccccc2)c2ccccc2)(P(c2ccccc2)(c2ccccc2)c2ccccc2)P(c2ccccc2)(c2ccccc2)c2ccccc2)cc1. Product: C#Cc1cc(Cl)c2c(c1)C=C(C(=O)OCC)C(C(F)(F)F)O2. As a reaction SMILES: [CH2:22]([CH2:23][CH2:35][CH3:36])[Sn:24]([CH2:25][CH2:26][CH2:27][CH3:28])([CH2:29][CH2:30][CH2:31][CH3:32])[C:33]#[CH:34].[CH3:114][c:115]1[cH:116][cH:117][cH:118][cH:119][cH:120]1.[Cl:1][c:2]1[cH:3][c:4]([I:21])[cH:5][c:6]2[c:11]1[O:10][CH:9]([C:12]([F:13])([F:14])[F:15])[C:8]([C:16](=[O:17])[O:18][CH2:19][CH3:20])=[CH:7]2.[cH:37]1[cH:38][cH:39][c:40]([P:41]([Pd:42]([P:43]([c:44]2[cH:45][cH:46][cH:47][cH:48][cH:49]2)([c:50]2[cH:51][cH:52][cH:53][cH:54][cH:55]2)[c:56]2[cH:57][cH:58][cH:59][cH:60][cH:61]2)([P:62]([c:63]2[cH:64][cH:65][cH:66][cH:67][cH:68]2)([c:69]2[cH:70][cH:71][cH:72][cH:73][cH:74]2)[c:75]2[cH:76][cH:77][cH:78][cH:79][cH:80]2)[P:81]([c:82]2[cH:83][cH:84][cH:85][cH:86][cH:87]2)([c:88]2[cH:89][cH:90][cH:91][cH:92][cH:93]2)[c:94]2[cH:95][cH:96][cH:97][cH:98][cH:99]2)([c:100]2[cH:101][cH:102][cH:103][cH:104][cH:105]2)[c:106]2[cH:107][cH:108][cH:109][cH:110][cH:111]2)[cH:112][cH:113]1>>[Cl:1][c:2]1[cH:3][c:4]([C:22]#[CH:23])[cH:5][c:6]2[c:11]1[O:10][CH:9]([C:12]([F:13])([F:14])[F:15])[C:8]([C:16](=[O:17])[O:18][CH2:19][CH3:20])=[CH:7]2. Starting materials: C(#N)C(C(=O)C=1SC=CC1)=CN(C)C (2-cyano-3-dimethylamino-1-thien-2-ylpropen-1-one), [N+](=O)([O-])[O-].[N+](=O)([O-])C=1C=C(C=CC1)NC(=[NH2+])N (3-nitrophenylguanidinium nitrate), [OH-].[Na+] (sodium hydroxide). Product: C(#N)C=1C(=NC(=NC1)NC1=CC(=CC=C1)[N+](=O)[O-])C=1SC=CC1 (5-Cyano-N-3-nitrophenyl-4-thien-2-ylpyrimidine-2-amine), desired material. As a reaction SMILES: [C:1]([C:3](=[CH:11]N(C)C)[C:4]([C:6]1[S:7][CH:8]=[CH:9][CH:10]=1)=O)#[N:2].[N+]([O-])([O-])=O.[N+:19]([C:22]1[CH:23]=[C:24]([NH:28][C:29]([NH2:31])=[NH2+:30])[CH:25]=[CH:26][CH:27]=1)([O-:21])=[O:20].[OH-].[Na+]>>[C:1]([C:3]1[C:4]([C:6]2[S:7][CH:8]=[CH:9][CH:10]=2)=[N:30][C:29]([NH:28][C:24]2[CH:25]=[CH:26][CH:27]=[C:22]([N+:19]([O-:21])=[O:20])[CH:23]=2)=[N:31][CH:11]=1)#[N:2] |f:1.2,3.4|. Procedure details: 5-Cyano-N-3-nitrophenyl-4-thien-2-ylpyrimidine-2-amine was prepared from 2-cyano-3-dimethylamino-1-thien-2-ylpropen-1-one (3.20 g, 15.51 mmol), 3-nitrophenylguanidinium nitrate (3.74 g, 15.53 mmol) and sodium hydroxide (652 mg, 7.82 mmol) to give the desired material (841 mg) as an off-white solid, m.p.275-277°. δH (d6 DMSO) 10.87 (1H, bs), 8.98 (1H, s), 8.90 (1H, bs), 8.31-8.29 (1H, m), 8.09-8.05 (2H, m), 7.91 (1H, dd, J 7.7,2.0 Hz), 7.64 (1H, t ,J 8.1 Hz) and 7.37-7.35 (1H, m). Starting materials: Brc1ccccc1Br, O=C(CCl)c1c(Br)sc(Cl)c1Cl, O=C(Br)CBr, CC#N, O. Reaction SMILES: [Br:13][c:14]1[cH:15][cH:16][cH:17][cH:18][c:19]1[Br:20].[Br:1][c:2]1[s:3][c:4]([Cl:5])[c:6]([Cl:7])[c:8]1[C:9](=[O:10])[CH2:11][Cl:12].[Br:21][CH2:22][C:23](=[O:24])[Br:25].[CH3:26][C:27]#[N:28].[OH2:29]>>[Br:13][c:14]1[cH:15][cH:16][c:17]([C:23]([CH2:22][Br:21])=[O:24])[cH:18][c:19]1[Br:20]. Product: O=C(CBr)c1ccc(Br)c(Br)c1. Starting materials: BrC1=CC=C(C=C1)O (4-bromophenol), C(#N)CN=COC (methyl N-(cyanomethyl)methanimidate), [Na] (sodium), BrC1=CC=C(C=C1)O (4-bromo-phenol), [Na] (sodium), resultant mixture. The solvent is CO (methanol). Yields the product BrC1=CC=C(C=C1)OC=1N=CNC1 (4-(4-Bromophenyloxy)imidazole). RXN SMILES: [Br:1][C:2]1[CH:7]=[CH:6][C:5]([OH:8])=[CH:4][CH:3]=1.[Na].[C:10]([CH2:12][N:13]=[CH:14]OC)#[N:11]>CO>[Br:1][C:2]1[CH:7]=[CH:6][C:5]([O:8][C:10]2[N:11]=[CH:14][NH:13][CH:12]=2)=[CH:4][CH:3]=1 |^1:8|. Procedure details: To a mixture of liquid 4-bromophenol (25 g, mp 64-68° C.) at 100-110° C. and its sodium salt [Prepared from 3.5 g (20 mmol) 4-bromo-phenol and sodium metal (0.46 g, 20 mmol) in anhydrous methanol. The resultant solution was concentrated and the residual solvent removed under vacuum overnight], neat methyl N-(cyanomethyl)methanimidate (2 mL, 20 mmol; Hosmane, R. S. et al, J. Org. Chem., p. 1212, 1984) was added dropwise over a period of 10 minutes under a slow stream of dry argon. The resultant m... Reactants: FC=1C=C(C#N)C=C(C1OC)F (3,5-Difluoro-4-methoxybenzonitrile), C(=O)O (formic acid). Product: FC=1C=C(C=O)C=C(C1OC)F (3,5-Difluoro-4-methoxybenzaldehyde). As a reaction SMILES: [F:1][C:2]1[CH:3]=[C:4]([CH:7]=[C:8]([F:12])[C:9]=1[O:10][CH3:11])[C:5]#N.C(O)=[O:14]>>[F:1][C:2]1[CH:3]=[C:4]([CH:7]=[C:8]([F:12])[C:9]=1[O:10][CH3:11])[CH:5]=[O:14]. Reported procedure: 3,5-Difluoro-4-methoxybenzonitrile (0.237 mol), Raney alloy (40 g) and 90% formic acid (400 ml) were reacted substantially as described in Example 7A above to obtain 22.9 g (56%) of a white, low melting solid. Yields the product CC1(c2cc(Cn3cc(N)cn3)cs2)OCCO1. The reactants are CCO, CC1(c2cc(Cn3cc([N+](=O)[O-])cn3)cs2)OCCO1, [Cl-], [Fe], N#N, [NH4+], O. As a reaction SMILES: [CH3:25][CH2:26][OH:27].[CH3:3][C:4]1([c:9]2[cH:10][c:11]([CH2:14][n:15]3[n:16][cH:17][c:18]([N+:20]([O-:21])=[O:22])[cH:19]3)[cH:12][s:13]2)[O:5][CH2:6][CH2:7][O:8]1.[Cl-:23].[Fe:29].[N:1]#[N:2].[NH4+:24].[OH2:28]>>[CH3:3][C:4]1([c:9]2[cH:10][c:11]([CH2:14][n:15]3[n:16][cH:17][c:18]([NH2:20])[cH:19]3)[cH:12][s:13]2)[O:5][CH2:6][CH2:7][O:8]1. Reactants: C1(=CC=C(C=C1)S(=O)(=O)Cl)C (p-toluenesulfonyl chloride), FC1=CC=C(C=C1)C(C#N)=NO (2-(4-fluorophenyl)-2-hydroxyiminoacetonitrile), O (water). Run in N1=CC=CC=C1 (pyridine). Reaction conditions: time 1 hour. Yields the product FC1=CC=C(C=C1)C(C#N)=NOS(=O)(=O)C1=CC=C(C=C1)C (2-(4-fluorophenyl)-2-(4-methylphenylsulfonyloxy)iminoacetonitrile). Yield: 93.4%. As a reaction SMILES: [F:1][C:2]1[CH:7]=[CH:6][C:5]([C:8](=[N:11][OH:12])[C:9]#[N:10])=[CH:4][CH:3]=1.[C:13]1([CH3:23])[CH:18]=[CH:17][C:16]([S:19](Cl)(=[O:21])=[O:20])=[CH:15][CH:14]=1.O>N1C=CC=CC=1>[F:1][C:2]1[CH:3]=[CH:4][C:5]([C:8](=[N:11][O:12][S:19]([C:16]2[CH:17]=[CH:18][C:13]([CH3:23])=[CH:14][CH:15]=2)(=[O:21])=[O:20])[C:9]#[N:10])=[CH:6][CH:7]=1. Procedure: A stirred solution of 2-(4-fluorophenyl)-2-hydroxyiminoacetonitrile (42.8 g, 0.26 mole) in 200 ml of pyridine was cooled to 0° C., and p-toluenesulfonyl chloride (76.0 g, 0.39 mole) was added portionwise. Upon complete addition, the reaction mixture was stirred at 0°-5° C. for one hour and then stored in a refrigerator for 16 hours. The resultant slurry was poured into a mixture of ice and water and stirred for 30 minutes. The mixture was then filtered and the white filter cake dried under vacuu...